From a dataset of the Open Reaction Database (ORD), a public repository of structured organic reaction records. describe an organic reaction: reactants, conditions, products, and yield The reactants are FC1=CC=C(C=C1)C1=NN(C=C1)CC1OCCCN1C(=O)C1=C(C=CC(=C1)C)I ((±)-(2-{[3-(4-fluorophenyl)-1H-pyrazol-1-yl]methyl}-1,3-oxazinan-3-yl)(2-iodo-5-methylphenyl)methanone), [F-].[K+] (potassium fluoride), [F-].[Cs+] (cesium fluoride), Example 23, C(CCC)[Sn](CCCC)(CCCC)C1=NC=CC=N1 ((tributylstannanyl)pyrimidine). Reagents/catalysts: [Cu](I)I (copper iodide), C=1C=CC(=CC1)[P](C=2C=CC=CC2)(C=3C=CC=CC3)[Pd]([P](C=4C=CC=CC4)(C=5C=CC=CC5)C=6C=CC=CC6)([P](C=7C=CC=CC7)(C=8C=CC=CC8)C=9C=CC=CC9)[P](C=1C=CC=CC1)(C=1C=CC=CC1)C=1C=CC=CC1 (Pd(PPh3)4). Run in C1(=CC=CC=C1)C (toluene). Conditions: temperature 130 celsius. Yields the product FC1=CC=C(C=C1)C1=NN(C=C1)CC1OCCCN1C(=O)C1=C(C=CC(=C1)C)C1=NC=CC=N1 ((−)-[2-{[3-(4-Fluorophenyl)-1H-pyrazol-1-yl]methyl}-1,3-oxazinan-3-yl][5-methyl-2-(pyrimidin-2-yl)phenyl]methanone). Reaction SMILES: [F:1][C:2]1[CH:7]=[CH:6][C:5]([C:8]2[CH:12]=[CH:11][N:10]([CH2:13][CH:14]3[N:19]([C:20]([C:22]4[CH:27]=[C:26]([CH3:28])[CH:25]=[CH:24][C:23]=4I)=[O:21])[CH2:18][CH2:17][CH2:16][O:15]3)[N:9]=2)=[CH:4][CH:3]=1.C([Sn]([C:43]1[N:48]=[CH:47][CH:46]=[CH:45][N:44]=1)(CCCC)CCCC)CCC.[F-].[Cs+].[F-].[K+]>C1(C)C=CC=CC=1.C1C=CC([P]([Pd]([P](C2C=CC=CC=2)(C2C=CC=CC=2)C2C=CC=CC=2)([P](C2C=CC=CC=2)(C2C=CC=CC=2)C2C=CC=CC=2)[P](C2C=CC=CC=2)(C2C=CC=CC=2)C2C=CC=CC=2)(C2C=CC=CC=2)C2C=CC=CC=2)=CC=1.[Cu](I)I>[F:1][C:2]1[CH:7]=[CH:6][C:5]([C:8]2[CH:12]=[CH:11][N:10]([CH2:13][CH:14]3[N:19]([C:20]([C:22]4[CH:27]=[C:26]([CH3:28])[CH:25]=[CH:24][C:23]=4[C:43]4[N:48]=[CH:47][CH:46]=[CH:45][N:44]=4)=[O:21])[CH2:18][CH2:17][CH2:16][O:15]3)[N:9]=2)=[CH:4][CH:3]=1 |f:2.3,4.5,^1:63,65,84,103|. Reported procedure: To a solution of (±)-(2-{[3-(4-fluorophenyl)-1H-pyrazol-1-yl]methyl}-1,3-oxazinan-3-yl)(2-iodo-5-methylphenyl)methanone obtained in Reference Example 23 (0.19 g, 0.38 mmol) and (tributylstannanyl)pyrimidine (0.15 mL, 0.46 mmol) in toluene (4 mL), Pd(PPh3)4 (0.044 g, 0.04 mmol), copper iodide (0.0070 g, 0.040 mmol) and cesium fluoride (0.12 g, 0.76 mmol) were added, and the resulting mixture was stirred with heating for 0.5 hours at 130° C. under irradiation of microwave. An aqueous solution of p... Reactants: O=C([O-])[O-], Clc1cnccn1, [Cu]I, CC(C)(C)CC(N)C(=O)NCCN1CCc2cc(F)ccc21, [K+], [K+], CN(C)C=O. Yields the product CC(C)(C)CC(Nc1cnccn1)C(=O)NCCN1CCc2cc(F)ccc21. Reaction SMILES: [C:30](=[O:31])([O-:32])[O-:33].[Cl:23][c:24]1[n:25][cH:26][cH:27][n:28][cH:29]1.[Cu:41][I:42].[F:1][c:2]1[cH:3][c:4]2[c:8]([cH:9][cH:10]1)[N:7]([CH2:11][CH2:12][NH:13][C:14]([CH:15]([CH2:16][C:17]([CH3:18])([CH3:19])[CH3:20])[NH2:21])=[O:22])[CH2:6][CH2:5]2.[K+:34].[K+:35].[O:36]=[CH:37][N:38]([CH3:39])[CH3:40]>>[F:1][c:2]1[cH:3][c:4]2[c:8]([cH:9][cH:10]1)[N:7]([CH2:11][CH2:12][NH:13][C:14]([CH:15]([CH2:16][C:17]([CH3:18])([CH3:19])[CH3:20])[NH:21][c:24]1[n:25][cH:26][cH:27][n:28][cH:29]1)=[O:22])[CH2:6][CH2:5]2.